From a dataset of the Open Reaction Database (ORD), a public repository of structured organic reaction records. describe an organic reaction: reactants, conditions, products, and yield The reactants are N[C@@H]1C[C@H](C2=CC=CC=C12)N (trans-1,3-diaminoindan), N1=CC=CC=C1 (pyridine), C(C)(=O)OC(C)=O (acetic anhydride), O (water), C(Cl)Cl (methylene chloride). Product: C(C)(=O)N[C@@H]1C[C@@H](C2=CC=CC=C12)NC(C)=O (cis-N,N'-Diacetyl-1,3-diaminoindan). RXN SMILES: [NH2:1][C@H:2]1[C:10]2[C:5](=[CH:6][CH:7]=[CH:8][CH:9]=2)[C@H:4]([NH2:11])[CH2:3]1.[C:12](OC(=O)C)(=[O:14])[CH3:13].[OH2:19].C(Cl)Cl.N1[CH:28]=[CH:27]C=CC=1>>[C:12]([NH:1][C@H:2]1[C:10]2[C:5](=[CH:6][CH:7]=[CH:8][CH:9]=2)[C@@H:4]([NH:11][C:27](=[O:19])[CH3:28])[CH2:3]1)(=[O:14])[CH3:13]. Procedure: To a solution of 17.55 g of cis/trans-1,3-diaminoindan in 102 mL of pyridine was slowly added 102 mL of acetic anhydride. After 17 hrs the reaction mixture was added to 250 mL of water and 300 mL of methylene chloride. The insoluble precipitate was isolated from this three-phase mixture by filtration and dried to give 8.7 g of crude title compound which was recrystallized from ethanol to give 5.4 g pure material.